Dataset: the Open Reaction Database (ORD), a public repository of structured organic reaction records. Task: describe an organic reaction: reactants, conditions, products, and yield Starting materials: B.O1CCCC1 (Borane tetrahydrofuran), BrC1=CC2=C(OCC(N2)=O)C=C1S(=O)(=O)Cl (6-bromo-3-oxo-3,4-dihydro-2H-benzo[b][1,4]oxazine-7-sulfonyl chloride), COC1=CC=C(CNC=2SC=CN2)C=C1 (N-(4-methoxybenzyl)thiazol-2-amine), C[Si](C)(C)[N-][Si](C)(C)C.[Li+] (Lithium bis(trimethylsilyl)amide). The solvent is [Cl-].[NH4+] (ammonium chloride), O (water), CO (MeOH), C1CCOC1 (THF). Run at time 5 minute. The product is BrC1=CC2=C(OCCN2)C=C1S(=O)(=O)N(C=1SC=CN1)CC1=CC=C(C=C1)OC (6-bromo-N-(4-methoxybenzyl)-N-(thiazol-2-yl)-3,4-dihydro-2H-benzo[b][1,4]oxazine-7-sulfonamide). The yield is 25.7%. As a reaction SMILES: [Br:1][C:2]1[C:12]([S:13](Cl)(=[O:15])=[O:14])=[CH:11][C:5]2[O:6][CH2:7][C:8](=O)[NH:9][C:4]=2[CH:3]=1.[CH3:17][O:18][C:19]1[CH:31]=[CH:30][C:22]([CH2:23][NH:24][C:25]2[S:26][CH:27]=[CH:28][N:29]=2)=[CH:21][CH:20]=1.C[Si]([N-][Si](C)(C)C)(C)C.[Li+].B.O1CCCC1>[Cl-].[NH4+].O.CO.C1COCC1>[Br:1][C:2]1[C:12]([S:13]([N:24]([CH2:23][C:22]2[CH:30]=[CH:31][C:19]([O:18][CH3:17])=[CH:20][CH:21]=2)[C:25]2[S:26][CH:27]=[CH:28][N:29]=2)(=[O:15])=[O:14])=[CH:11][C:5]2[O:6][CH2:7][CH2:8][NH:9][C:4]=2[CH:3]=1 |f:2.3,4.5,6.7|. Reported procedure: A 50-mL round-bottom flask was charged with 6-bromo-3-oxo-3,4-dihydro-2H-benzo[b][1,4]oxazine-7-sulfonyl chloride (Enamine, Kiev, Ukraine, 1.002 g, 3.07 mmol), N-(4-methoxybenzyl)thiazol-2-amine (0.811 g, 3.68 mmol), and THF (15.34 ml) to give a thick suspension. The flask was cooled in a dry ice-acetone bath for 10 min. Lithium bis(trimethylsilyl)amide (1M in THF) (6.75 ml, 6.75 mmol) was added dropwise over 5 min. After another 5 min, the flask was transferred to an ice-bath. After 25 min, the... Solvent: O (H2O), O (H2O), C(Cl)Cl (CH2Cl2). Reactants: S(=O)(=O)([O-])OOS(=O)(=O)[O-].[NH4+].[NH4+] (Ammonium persulfate), S(=O)(=O)([O-])OOS(=O)(=O)[O-].[NH4+].[NH4+] (ammonium persulfate), ClC1=CC=[N+](C=C1)[O-] (4-chloropyridine N-oxide), F[B-](F)(F)F.C[O+](C)C (trimethyloxonium tetrafluoroborate). Procedure: A solution of 4-chloropyridine N-oxide (5 g, 38.6 mmol) and trimethyloxonium tetrafluoroborate (5.94 g, 40.1 mmol) in CH2Cl2 (115 mL) was stirred for two hours at ambient temperature. The solvent was evaporated and the residue taken up in MeOH (115 mL) and heated to near boiling. Ammonium persulfate (1.76 g, 7.72 mmol) dissolved in H2O (7.7 mL) was added and the mixture was heated to reflux for 30 min. A second portion of ammonium persulfate (0.88 g) in H2O (3.9 mL) was added and the mixture was... The product is ClC1=CC(=NC=C1)CO (4-Chloro-2-(hydroxymethyl)pyridine). Yield: 43.3%. RXN SMILES: [Cl:1][C:2]1[CH:7]=[CH:6][N+:5]([O-])=[CH:4][CH:3]=1.F[B-](F)(F)F.[CH3:14][O+:15](C)C.S(OOS([O-])(=O)=O)([O-])(=O)=O.[NH4+].[NH4+]>C(Cl)Cl.O>[Cl:1][C:2]1[CH:7]=[CH:6][N:5]=[C:4]([CH2:14][OH:15])[CH:3]=1 |f:1.2,3.4.5|. Conditions: time 6.5 hour. The yield is 63.3%. The reactants are C(CCC)OC1=NC(=C2N=C(N(C2=N1)CC1COCC1)OC)N (2-(Butyloxy)-8-(methoxy)-9-(tetrahydro-3-furanylmethyl)-9H-purin-6-amine), Cl (HCl). As a reaction SMILES: [CH2:1]([O:5][C:6]1[N:14]=[C:13]2[C:9]([N:10]=[C:11]([O:21]C)[N:12]2[CH2:15][CH:16]2[CH2:20][CH2:19][O:18][CH2:17]2)=[C:8]([NH2:23])[N:7]=1)[CH2:2][CH2:3][CH3:4].Cl>CO.O1CCOCC1>[NH2:23][C:8]1[N:7]=[C:6]([O:5][CH2:1][CH2:2][CH2:3][CH3:4])[N:14]=[C:13]2[C:9]=1[NH:10][C:11](=[O:21])[N:12]2[CH2:15][CH:16]1[CH2:20][CH2:19][O:18][CH2:17]1. The product is NC1=C2NC(N(C2=NC(=N1)OCCCC)CC1COCC1)=O (6-Amino-2-(butyloxy)-9-(tetrahydro-3-furanylmethyl)-7,9-dihydro-8H-purin-8-one). Solvent: O1CCOCC1 (dioxan), CO (methanol). Reported procedure: 2-(Butyloxy)-8-(methoxy)-9-(tetrahydro-3-furanylmethyl)-9H-purin-6-amine (Isomer 1, 1.54 gm) was suspended in methanol (20 ml) and 4N HCl in dioxan (4 ml) added with stirring to give a clear solution. After 6.5 h, the solvents were evaporated to low volume and water added with stirring, followed by neutralisation with saturated sodium bicarbonate. The resulting off-white solid was filtered, washed with water and dried, yield 1.26 gm. This material was added portionwise to boiling methanol (130 m... The reactants are ClC=1C=C(C(=O)OO)C=CC1 (3-chloroperoxybenzoic acid), CC1=CC=NC=2CCCCC12 (5,6,7,8-tetrahydro-4-methylquinoline). The solvent is ClCCl (dichloromethane), ClCCl (dichloromethane). The product is CC1=CC=[N+](C=2CCCCC12)[O-] (5,6,7,8-tetrahydro 4-methylquinoline-N-oxide). Isolated yield 79.9%. RXN SMILES: ClC1C=C(C=CC=1)C(OO)=[O:6].[CH3:12][C:13]1[C:22]2[CH2:21][CH2:20][CH2:19][CH2:18][C:17]=2[N:16]=[CH:15][CH:14]=1>ClCCl>[CH3:12][C:13]1[C:22]2[CH2:21][CH2:20][CH2:19][CH2:18][C:17]=2[N+:16]([O-:6])=[CH:15][CH:14]=1. Reported procedure: A stirred suspension of 3-chloroperoxybenzoic acid (34 g, 197 mmol) in dichloromethane (170 ml) at 0° was treated dropwise with 5,6,7,8-tetrahydro-4-methylquinoline (23.7 g, 161 mmol) in dichloromethane (30 ml), warmed to room temperature, washed with lN-NaOH (3×200 ml), and extracted with dichloromethane (5×150 ml). The extracts were dried (MgSO4) and evaporated in vacuo to give the product (21 g) as an oil.